From a dataset of the Open Reaction Database (ORD), a public repository of structured organic reaction records. describe an organic reaction: reactants, conditions, products, and yield Procedure: To a mixture of (RS)-3-(2-propenyl)-4-methyl-3-cyclopenten-1-ol (190 mg), 2,6-di-tert-butyl-4-methylphenol (5 mg), pyridine (140 mg) and toluene (10 ml), (1R)-trans-2,2-dimethyl-3-(2-methyl-1-propenyl)-cyclopropanecarbonyl chloride was added under ice-cooling. The resulting reaction mixture was further allowed to react for 8 hours at room temperature. Then the reaction mixture was subjected to the same post-treatment as in Example 1 to afford 295 mg of (RS)-3-(2-propenyl)-4-methyl-3-cyclopenten-... Solvent: C1(=CC=CC=C1)C (toluene). Yields the product CC1([C@@H]([C@H]1C=C(C)C)C(=O)OC1CC(=C(C1)C)CC=C)C ((RS)-3-(2-propenyl)-4-methyl-3-cyclopenten-1-yl (1R)-trans-2,2-dimethyl-3-(2-methyl-1-propenyl)cyclopropanecarboxylate). Reactants: C(C=C)C=1CC(CC1C)O ((RS)-3-(2-propenyl)-4-methyl-3-cyclopenten-1-ol), N1=CC=CC=C1 (pyridine), CC1([C@@H]([C@H]1C=C(C)C)C(=O)Cl)C ((1R)-trans-2,2-dimethyl-3-(2-methyl-1-propenyl)-cyclopropanecarbonyl chloride). Reaction SMILES: [CH2:1]([C:4]1[CH2:5][CH:6]([OH:10])[CH2:7][C:8]=1[CH3:9])[CH:2]=[CH2:3].N1C=CC=CC=1.[CH3:17][C:18]1([CH3:28])[C@H:20]([CH:21]=[C:22]([CH3:24])[CH3:23])[C@H:19]1[C:25](Cl)=[O:26]>C(C1C=C(C)C=C(C(C)(C)C)C=1O)(C)(C)C.C1(C)C=CC=CC=1>[CH3:17][C:18]1([CH3:28])[C@H:20]([CH:21]=[C:22]([CH3:23])[CH3:24])[C@H:19]1[C:25]([O:10][CH:6]1[CH2:7][C:8]([CH3:9])=[C:4]([CH2:1][CH:2]=[CH2:3])[CH2:5]1)=[O:26]. The reagents and catalysts are C(C)(C)(C)C1=C(C(=CC(=C1)C)C(C)(C)C)O (2,6-di-tert-butyl-4-methylphenol). Yield: 74.0%.